From a dataset of the Open Reaction Database (ORD), a public repository of structured organic reaction records. describe an organic reaction: reactants, conditions, products, and yield Starting materials: CCOC(=O)c1cn(-c2ccc3c(c2)CCC3)c2nc(S(C)(=O)=O)ncc2c1=O, CN(C)C(=O)c1cccc(N)c1. Yields the product CCOC(=O)c1cn(-c2ccc3c(c2)CCC3)c2nc(Nc3cccc(C(=O)N(C)C)c3)ncc2c1=O. RXN SMILES: [CH2:1]([CH3:2])[O:3][C:4](=[O:5])[c:6]1[c:7](=[O:29])[c:8]2[c:9]([n:10][c:11]([S:14]([CH3:15])(=[O:16])=[O:17])[n:12][cH:13]2)[n:18](-[c:20]2[cH:21][c:22]3[c:26]([cH:27][cH:28]2)[CH2:25][CH2:24][CH2:23]3)[cH:19]1.[NH2:30][c:31]1[cH:32][c:33]([C:34](=[O:35])[N:36]([CH3:37])[CH3:38])[cH:39][cH:40][cH:41]1>>[CH2:1]([CH3:2])[O:3][C:4](=[O:5])[c:6]1[c:7](=[O:29])[c:8]2[c:9]([n:10][c:11]([NH:30][c:31]3[cH:32][c:33]([C:34](=[O:35])[N:36]([CH3:37])[CH3:38])[cH:39][cH:40][cH:41]3)[n:12][cH:13]2)[n:18](-[c:20]2[cH:21][c:22]3[c:26]([cH:27][cH:28]2)[CH2:25][CH2:24][CH2:23]3)[cH:19]1. The reactants are CC(C)(C)OC(=O)N1CCC(C=O)CC1, [Li]CCCC, CCOP(=O)(Cl)OCC, C1CCOC1, CCOC(C)=O, [Cl-], CS(=O)(=O)N1CCN(c2ccc(F)cc2)CC1, [NH4+]. Product: CC(C)(C)OC(=O)N1CCC(C=CS(=O)(=O)N2CCN(c3ccc(F)cc3)CC2)CC1. Reaction SMILES: [C:32]([CH3:33])([CH3:34])([CH3:35])[O:36][C:37](=[O:38])[N:39]1[CH2:40][CH2:41][CH:42]([CH:45]=[O:46])[CH2:43][CH2:44]1.[CH2:1]([Li:2])[CH2:3][CH2:4][CH3:5].[CH2:23]([O:24][P:25]([Cl:26])([O:27][CH2:28][CH3:29])=[O:30])[CH3:31].[CH2:49]1[O:50][CH2:51][CH2:52][CH2:53]1.[CH3:54][CH2:55][O:56][C:57](=[O:58])[CH3:59].[Cl-:47].[F:6][c:7]1[cH:8][cH:9][c:10]([N:13]2[CH2:14][CH2:15][N:16]([S:19](=[O:20])(=[O:21])[CH3:22])[CH2:17][CH2:18]2)[cH:11][cH:12]1.[NH4+:48]>>[F:6][c:7]1[cH:8][cH:9][c:10]([N:13]2[CH2:14][CH2:15][N:16]([S:19](=[O:20])(=[O:21])[CH:22]=[CH:45][CH:42]3[CH2:41][CH2:40][N:39]([C:37]([O:36][C:32]([CH3:33])([CH3:34])[CH3:35])=[O:38])[CH2:44][CH2:43]3)[CH2:17][CH2:18]2)[cH:11][cH:12]1.